This data is from the Open Reaction Database (ORD), a public repository of structured organic reaction records. The task is: describe an organic reaction: reactants, conditions, products, and yield Reactants: OCC(CO)(CBr)CBr, CC(C)=O, Cl, O. Product: CC1(C)OCC(CBr)(CBr)CO1. RXN SMILES: [Br:1][CH2:2][C:3]([CH2:4][OH:5])([CH2:6][OH:7])[CH2:8][Br:9].[CH3:10][C:11]([CH3:12])=[O:13].[ClH:14].[OH2:15]>>[Br:1][CH2:2][C:3]1([CH2:8][Br:9])[CH2:4][O:5][C:11]([CH3:10])([CH3:12])[O:7][CH2:6]1. Starting materials: ClC1=CC=NC=C1C=O (4-chloronicotinaldehyde), Cl.NO (hydroxylamine hydrochloride), C(C)(=O)[O-].[Na+] (sodium acetate). Run in CO (methanol). Run at time 2 hour. Product: ClC1=CC=NC=C1C#N (4-chloronicotinonitrile). The yield is 68.4%. As a reaction SMILES: [Cl:1][C:2]1[C:7]([CH:8]=O)=[CH:6][N:5]=[CH:4][CH:3]=1.Cl.[NH2:11]O.C([O-])(=O)C.[Na+]>CO>[Cl:1][C:2]1[C:7]([C:8]#[N:11])=[CH:6][N:5]=[CH:4][CH:3]=1 |f:1.2,3.4|. Procedure details: The compound (19) (27.0 g, 0.19 mol), hydroxylamine hydrochloride (13.01 g, 0.19 mol) and sodium acetate (15.6 g, 0.19 mol) were suspended in methanol (100 ml) and the mixture was stirred at room temperature for 2 hrs. The solvent was evaporated and the residue was dissolved in chloroform (100 ml). Phosphorus oxychloride (125 g) was added and the mixture was heated under ref lux for 3 hrs. The solvent was evaporated and the residue was added to water (200 ml), which was adjusted to pH=7 with sod... Reactants: CC(C)(C)[O-], CO, CCO, [K+], O=C=O, O, O=C(c1ccccc1)C1OC1c1ccccc1. Yields the product O=C(Cc1ccccc1)C(=O)c1ccccc1. As a reaction SMILES: [CH3:18][C:19]([CH3:20])([O-:21])[CH3:22].[CH3:28][OH:29].[CH3:30][CH2:31][OH:32].[K+:23].[O:25]=[C:26]=[O:27].[OH2:24].[c:1]1([C:7]([CH:8]2[CH:9]([c:11]3[cH:12][cH:13][cH:14][cH:15][cH:16]3)[O:10]2)=[O:17])[cH:2][cH:3][cH:4][cH:5][cH:6]1>>[c:1]1([C:7]([C:8]([CH2:9][c:11]2[cH:12][cH:13][cH:14][cH:15][cH:16]2)=[O:10])=[O:17])[cH:2][cH:3][cH:4][cH:5][cH:6]1. Reactants: CC1=CC(=C(C#N)C=C1)OC (4-methyl-2-methoxybenzonitrile), BrN1C(CCC1=O)=O (N-bromosuccinimide), N(=NC(C#N)(C)C)C(C#N)(C)C (azobisisobutyronitrile). Run in ClCCCl (1,2-dichloroethane). Yields the product BrCC1=CC(=C(C#N)C=C1)OC (4-Bromomethyl-2-methoxybenzonitrile). Isolated yield 35.3%. As a reaction SMILES: [CH3:1][C:2]1[CH:9]=[CH:8][C:5]([C:6]#[N:7])=[C:4]([O:10][CH3:11])[CH:3]=1.[Br:12]N1C(=O)CCC1=O.N(C(C)(C)C#N)=NC(C)(C)C#N>ClCCCl>[Br:12][CH2:1][C:2]1[CH:9]=[CH:8][C:5]([C:6]#[N:7])=[C:4]([O:10][CH3:11])[CH:3]=1. Reported procedure: 4.6 g (31.3 mmol) of 4-methyl-2-methoxybenzonitrile were brominated with 34.7 mmol of N-bromosuccinimide in the presence of catalytic amounts of azobisisobutyronitrile in 60 ml of 1,2-dichloroethane under reflux. 2.5 g of the product were obtained. 1H-NMR (DMSO-d6, δ in ppm): 7.75 (d, 1H), 7.35 (s, broad, 1H), 7.15 (d, broad, 1H), 4.73 (s, 2H), 3.95 (s, 3H)